Dataset: the Open Reaction Database (ORD), a public repository of structured organic reaction records. Task: describe an organic reaction: reactants, conditions, products, and yield Reactants: [Si](C)(C)(C(C)(C)C)O[C@H](CN1C[C@H](CCC1)CC(=O)OCC)C1=CC=C(C=C1)C1=NOC(=N1)C1=C(C(=NO1)C1=CC=CC=C1)C(F)(F)F (Ethyl 2-((R)-1-((S)-2-(tert-butyldimethylsilyloxy)-2-(4-(5-(3-phenyl-4-(trifluoromethyl)isoxazol-5-yl)-1,2,4-oxadiazol-3-yl)phenyl)ethyl)piperidin-3-yl)acetate), Cl.O1CCOCC1 (HCl dioxane). Product: OC(CN1C[C@H](CCC1)CC(=O)O)C1=CC=C(C=C1)C1=NOC(=N1)C1=C(C(=NO1)C1=CC=CC=C1)C(F)(F)F (2-((3R)-1-(2-hydroxy-2-(4-(5-(3-phenyl-4-(trifluoromethyl)isoxazol-5-yl)-1,2,4-oxadiazol-3-yl)phenyl)ethyl)piperidin-3-yl)acetic acid). Yield: 99.2%. Reaction SMILES: [Si]([O:8][C@@H:9]([C:23]1[CH:28]=[CH:27][C:26]([C:29]2[N:33]=[C:32]([C:34]3[O:38][N:37]=[C:36]([C:39]4[CH:44]=[CH:43][CH:42]=[CH:41][CH:40]=4)[C:35]=3[C:45]([F:48])([F:47])[F:46])[O:31][N:30]=2)=[CH:25][CH:24]=1)[CH2:10][N:11]1[CH2:16][CH2:15][CH2:14][C@H:13]([CH2:17][C:18]([O:20]CC)=[O:19])[CH2:12]1)(C(C)(C)C)(C)C.Cl.O1CCOCC1>>[OH:8][CH:9]([C:23]1[CH:24]=[CH:25][C:26]([C:29]2[N:33]=[C:32]([C:34]3[O:38][N:37]=[C:36]([C:39]4[CH:44]=[CH:43][CH:42]=[CH:41][CH:40]=4)[C:35]=3[C:45]([F:48])([F:47])[F:46])[O:31][N:30]=2)=[CH:27][CH:28]=1)[CH2:10][N:11]1[CH2:16][CH2:15][CH2:14][C@H:13]([CH2:17][C:18]([OH:20])=[O:19])[CH2:12]1 |f:1.2|. Reported procedure: Ethyl 2-((R)-1-((S)-2-(tert-butyldimethylsilyloxy)-2-(4-(5-(3-phenyl-4-(trifluoromethyl)isoxazol-5-yl)-1,2,4-oxadiazol-3-yl)phenyl)ethyl)piperidin-3-yl)acetate (840 mg, 1.227 mmol) was heated in 1:1 6N HCl/dioxane at 50° C. overnight. The product was concentrated in vacuo and freeze dried from MeCN/water to yield 660 mg of 2-((3R)-1-(2-hydroxy-2-(4-(5-(3-phenyl-4-(trifluoromethyl)isoxazol-5-yl)-1,2,4-oxadiazol-3-yl)phenyl)ethyl)piperidin-3-yl)acetic acid. Characterization of product by 1H NMR an... Reactants: FC1=C(C=CC=C1)C(C)=O (1-(2-Fluorophenyl)ethanone), Cl.CN(CCCN=C=NCC)C (1-(3-(dimethylamino)propyl)-3-ethylcarbodiimide hydrochloride), N[C@](CC(=O)OC)(C)C1=C(C=CC(=C1)[N+](=O)[O-])F ((S)-Methyl 3-Amino-3-(2-fluoro-5-nitrophenyl)butanoate), C(C)(C)N(C(C)C)CC (N,N-diisopropylethylamine). The solvent is CN(C)C=O (DMF), O (water), C(C)(=O)OCC (ethyl acetate). Reaction conditions: temperature 45 celsius, time 18 hour. The product is C(C)(C)(C)[C@@H]1N(C(CC(N1)(C)C1=C(C=CC(=C1)[N+](=O)[O-])F)=O)C ((S)-tert-Butyl 4-(2-Fluoro-5-nitrophenyl)-1,4-dimethyl-6-oxotetrahydropyrimidin). Yield: 58.0%. Reaction SMILES: F[C:2]1C=CC=[CH:4][C:3]=1[C:8](=O)C.Cl.[CH3:12][N:13](C)CCCN=C=NCC.[NH2:23][C@@:24]([C:31]1[CH:36]=[C:35]([N+:37]([O-:39])=[O:38])[CH:34]=[CH:33][C:32]=1[F:40])([CH3:30])[CH2:25][C:26]([O:28]C)=O.[CH:41](N(CC)C(C)C)(C)C>CN(C=O)C.O.C(OCC)(=O)C>[C:3]([C@H:4]1[NH:23][C:24]([C:31]2[CH:36]=[C:35]([N+:37]([O-:39])=[O:38])[CH:34]=[CH:33][C:32]=2[F:40])([CH3:30])[CH2:25][C:26](=[O:28])[N:13]1[CH3:12])([CH3:41])([CH3:2])[CH3:8] |f:1.2|. Procedure details: Preparation 1 (55.6 g, 292.5 mmol) and 1-(3-(dimethylamino)propyl)-3-ethylcarbodiimide hydrochloride (67.3 g, 351 mmol) were added to a solution of crude amine 6 (68.0 g, ca. 234 mmol) and N,N-diisopropylethylamine (184 mL, 1053 mmol) in DMF (1050 mL) and the reaction mixture stirred at 45° C. for 18 h. After this time, the reaction mixture was then diluted with water (2500 mL) and ethyl acetate (2500 mL) and stirred vigorously until the phases cleared. The phases were separated and the aqueous ... Starting materials: CCN(C(C)C)C(C)C (DIPEA), NC1=CC=C(C=N1)C#CC=1C(=NC=CC1C1=CC(=C(C(=O)O)C=C1)Cl)CC (4-[3-(6-Amino-pyridin-3-ylethynyl)-2-ethyl-pyridin-4-yl]-2-chloro-benzoic acid), C=1C=CC2=C(C1)N=NN2O (HOBt), CN1CCNCC1 (N-methyl piperazine), C(CCl)Cl (EDC). Solvent: O.C(C)#N (H2O ACN), CN(C)C=O (DMF). Yields the product NC1=CC=C(C=N1)C#CC=1C(=NC=CC1C1=CC(=C(C=C1)C(=O)N1CCN(CC1)C)Cl)CC ({4-[3-(6-Amino-pyridin-3-ylethynyl)-2-ethyl-pyridin-4-yl]-2-chloro-phenyl}-(4-methyl-piperazin-1-yl)-methanone). Reaction SMILES: [NH2:1][C:2]1[N:7]=[CH:6][C:5]([C:8]#[C:9][C:10]2[C:11]([CH2:26][CH3:27])=[N:12][CH:13]=[CH:14][C:15]=2[C:16]2[CH:24]=[CH:23][C:19]([C:20](O)=[O:21])=[C:18]([Cl:25])[CH:17]=2)=[CH:4][CH:3]=1.[CH3:28][N:29]1[CH2:34][CH2:33][NH:32][CH2:31][CH2:30]1.C(Cl)CCl.C1C=CC2N(O)N=NC=2C=1.CCN(C(C)C)C(C)C>CN(C=O)C.O.C(#N)C>[NH2:1][C:2]1[N:7]=[CH:6][C:5]([C:8]#[C:9][C:10]2[C:11]([CH2:26][CH3:27])=[N:12][CH:13]=[CH:14][C:15]=2[C:16]2[CH:24]=[CH:23][C:19]([C:20]([N:32]3[CH2:33][CH2:34][N:29]([CH3:28])[CH2:30][CH2:31]3)=[O:21])=[C:18]([Cl:25])[CH:17]=2)=[CH:4][CH:3]=1 |f:6.7|. Procedure details: The title compound is synthesized according to general procedure GP5 starting from 100 mg (0.27 mmol) 4-[3-(6-Amino-pyridin-3-ylethynyl)-2-ethyl-pyridin-4-yl]-2-chloro-benzoic acid (A-40) using 40 mg (0.40 mmoL) N-methyl piperazine, 102 mg (0.53 mmol) EDC, 72 mg (0.53 mmol) HOBt and 68 mg (0.53 mmol) DIPEA in 1.2 mL DMF. After completion of the reaction, the reaction mixture is filtered and the product is isolated from the obtained solution by RP-HPLC using a H2O/ACN-gradient. Yield: 66 mg (54%)... Starting materials: FC=1C=C(C=CC1)C1(CCN(CC1)C(C(C(C)C)(N)C)=O)CCN1[C@H]2CC(C[C@@H]1CC2)N2C(=NC1=C2C=CC=C1)C (1-(4-(3-fluorophenyl)-4-{2-[(1R,5S)-3-(2-methyl-1H-benzimidazol-1-yl)-8-azabicyclo[3.2.1]oct-8-yl]ethyl}-1-piperidinyl)-2,3-dimethyl-1-oxo-2-butanamine), CC(C(=O)Cl)(C)C (2,2-Dimethyl-propionyl chloride), CCN(C(C)C)C(C)C (DIEA). The product is FC=1C=C(C=CC1)C1(CCN(CC1)C(=O)C(C(C)C)(C)NC(C(C)(C)C)=O)CCN1[C@H]2CC(C[C@@H]1CC2)N2C(=NC1=C2C=CC=C1)C (N-{1-[(4-(3-fluorophenyl)-4-{2-[(1R,5S)-3-(2-methyl-1H-benzimidazol-1-yl)-8-azabicyclo[3.2.1]oct-8-yl]ethyl}-1-piperidinyl) carbonyl]-1,2-dimethylpropyl}-2,2-dimethylpropanamide). The yield is 67.3%. Reaction SMILES: [F:1][C:2]1[CH:3]=[C:4]([C:8]2([CH2:22][CH2:23][N:24]3[C@H:29]4[CH2:30][CH2:31][C@@H:25]3[CH2:26][CH:27]([N:32]3[C:36]5[CH:37]=[CH:38][CH:39]=[CH:40][C:35]=5[N:34]=[C:33]3[CH3:41])[CH2:28]4)[CH2:13][CH2:12][N:11]([C:14](=[O:21])[C:15]([CH3:20])([NH2:19])[CH:16]([CH3:18])[CH3:17])[CH2:10][CH2:9]2)[CH:5]=[CH:6][CH:7]=1.[CH3:42][C:43]([CH3:48])([CH3:47])[C:44](Cl)=[O:45].CCN(C(C)C)C(C)C>>[F:1][C:2]1[CH:3]=[C:4]([C:8]2([CH2:22][CH2:23][N:24]3[C@H:29]4[CH2:30][CH2:31][C@@H:25]3[CH2:26][CH:27]([N:32]3[C:36]5[CH:37]=[CH:38][CH:39]=[CH:40][C:35]=5[N:34]=[C:33]3[CH3:41])[CH2:28]4)[CH2:13][CH2:12][N:11]([C:14]([C:15]([NH:19][C:44](=[O:45])[C:43]([CH3:48])([CH3:47])[CH3:42])([CH3:20])[CH:16]([CH3:17])[CH3:18])=[O:21])[CH2:10][CH2:9]2)[CH:5]=[CH:6][CH:7]=1. Reported procedure: N-{1-[(4-(3-fluorophenyl)-4-{2-[(1R,5S)-3-(2-methyl-1H-benzimidazol-1-yl)-8-azabicyclo[3.2.1]oct-8-yl]ethyl}-1-piperidinyl)carbonyl]-1,2-dimethylpropyl}-2,2-dimethylpropanamide was obtained from treating 1,1-dimethylethyl {1-[(4-(3-fluorophenyl)-4-{2-[(1R,5S)-3-(2-methyl-1H-benzimidazol-1-yl)-8-azabicyclo[3.2.1]oct-8-yl]ethyl}-1-piperidinyl)carbonyl]-1,2-dimethylpropyl}carbamate, example 915, (0.623 g, 0.94 mmol) with HCl as outlined in the procedure for Example 890 to form 1-(4-(3-fluorophenyl)...